From a dataset of the Open Reaction Database (ORD), a public repository of structured organic reaction records. describe an organic reaction: reactants, conditions, products, and yield The reactants are CC(C)C[C@H]1C(=O)N2CCC[C@H]2[C@]3(N1C(=O)[C@](O3)(C)NC(=O)[C@H]4CN([C@@H]5CC6=CNC7=CC=CC(=C67)C5=C4)C)O (ergosine), C[Si](Br)(C)C (trimethylbromosilane). Run in CO (methanol). Yields the product CC(C)C[C@H]1C(=O)N2CCC[C@H]2[C@]3(N1C(=O)[C@](O3)(C)NC(=O)[C@H]4CN([C@@H]5CC6=C(NC7=CC=CC(=C67)C5=C4)Br)C)O (2-bromoergosine). RXN SMILES: [CH3:1][CH:2]([CH2:4][C@@H:5]1[N:14]2[C:15]([C@@:17]([NH:20][C:21]([C@@H:23]3[CH:38]=[C:37]4[C@@H:26]([CH2:27][C:28]5[C:36]6[C:31](=[CH:32][CH:33]=[CH:34][C:35]=64)[NH:30][CH:29]=5)[N:25]([CH3:39])[CH2:24]3)=[O:22])([CH3:19])[O:18][C@@:13]2([OH:40])[C@H:12]2[N:8]([CH2:9][CH2:10][CH2:11]2)[C:6]1=[O:7])=[O:16])[CH3:3].C[Si](C)(C)[Br:43]>CO>[CH3:3][CH:2]([CH2:4][C@@H:5]1[N:14]2[C:15]([C@@:17]([NH:20][C:21]([C@@H:23]3[CH:38]=[C:37]4[C@@H:26]([CH2:27][C:28]5[C:36]6[C:31](=[CH:32][CH:33]=[CH:34][C:35]=64)[NH:30][C:29]=5[Br:43])[N:25]([CH3:39])[CH2:24]3)=[O:22])([CH3:19])[O:18][C@@:13]2([OH:40])[C@H:12]2[N:8]([CH2:9][CH2:10][CH2:11]2)[C:6]1=[O:7])=[O:16])[CH3:1]. Procedure: Following the process of Example 30, 1 g of ergosine is brominated with 1.4 ml of trimethylbromosilane. The title compound is isolated in a yield of 1.1 g (0.001716 mole, 94%), m.p.: 183°-185° C., [α]D20 =-91.6° (c=1, methanol). Reactants: CCNCC, CC#N, ClCCCN1c2ccccc2Oc2ccccc21, [K+], [K+], O=C([O-])[O-], O. Yields the product CCN(CC)CCCN1c2ccccc2Oc2ccccc21. As a reaction SMILES: [CH2:25]([CH3:26])[NH:27][CH2:28][CH3:29].[CH3:30][C:31]#[N:32].[Cl:1][CH2:2][CH2:3][CH2:4][N:5]1[c:6]2[cH:7][cH:8][cH:9][cH:10][c:11]2[O:12][c:13]2[cH:14][cH:15][cH:16][cH:17][c:18]21.[K+:19].[K+:20].[O-:21][C:22]([O-:23])=[O:24].[OH2:33]>>[CH2:2]([CH2:3][CH2:4][N:5]1[c:6]2[cH:7][cH:8][cH:9][cH:10][c:11]2[O:12][c:13]2[cH:14][cH:15][cH:16][cH:17][c:18]21)[N:27]([CH2:25][CH3:26])[CH2:28][CH3:29]. Starting materials: CC1(C)OB(c2ccc(-c3ncco3)cc2)OC1(C)C, O=c1n(Cc2ccc(C(F)(F)F)nc2)nc2c(-c3ccc(Cl)cc3)c(Cl)cnn12. The product is O=c1n(Cc2ccc(C(F)(F)F)nc2)nc2c(-c3ccc(Cl)cc3)c(-c3ccc(-c4ncco4)cc3)cnn12. Reaction SMILES: [CH3:30][C:31]1([CH3:32])[C:33]([CH3:34])([CH3:35])[O:36][B:37]([c:38]2[cH:39][cH:40][c:41](-[c:44]3[o:45][cH:46][cH:47][n:48]3)[cH:42][cH:43]2)[O:49]1.[Cl:1][c:2]1[c:3](-[c:23]2[cH:24][cH:25][c:26]([Cl:29])[cH:27][cH:28]2)[c:4]2[n:5]([n:6][cH:7]1)[c:8](=[O:22])[n:9]([CH2:11][c:12]1[cH:13][n:14][c:15]([C:18]([F:19])([F:20])[F:21])[cH:16][cH:17]1)[n:10]2>>[c:2]1(-[c:38]2[cH:39][cH:40][c:41](-[c:44]3[o:45][cH:46][cH:47][n:48]3)[cH:42][cH:43]2)[c:3](-[c:23]2[cH:24][cH:25][c:26]([Cl:29])[cH:27][cH:28]2)[c:4]2[n:5]([n:6][cH:7]1)[c:8](=[O:22])[n:9]([CH2:11][c:12]1[cH:13][n:14][c:15]([C:18]([F:19])([F:20])[F:21])[cH:16][cH:17]1)[n:10]2. Starting materials: C1CCOC1, [Li]C(C)CC, Cl, CCCCCc1ccc(-c2cc(C)cc(F)c2F)cc1, CN(C)C=O. Product: CCCCCc1ccc(-c2cc(C)c(C=O)c(F)c2F)cc1. As a reaction SMILES: [CH2:32]1[O:33][CH2:34][CH2:35][CH2:36]1.[CH:21]([Li:22])([CH2:23][CH3:24])[CH3:25].[ClH:31].[F:1][c:2]1[cH:3][c:4]([CH3:20])[cH:5][c:6](-[c:9]2[cH:10][cH:11][c:12]([CH2:15][CH2:16][CH2:17][CH2:18][CH3:19])[cH:13][cH:14]2)[c:7]1[F:8].[O:26]=[CH:27][N:28]([CH3:29])[CH3:30]>>[F:1][c:2]1[c:3]([CH:27]=[O:26])[c:4]([CH3:20])[cH:5][c:6](-[c:9]2[cH:10][cH:11][c:12]([CH2:15][CH2:16][CH2:17][CH2:18][CH3:19])[cH:13][cH:14]2)[c:7]1[F:8]. Starting materials: C(C=C)C12C(CC(C=C1)C2)C(=O)Cl (allylbicyclo[2.2.1]hept-5-ene-2-carbonyl chloride), N (ammonia). Run at time 15 minute. The product is C(C=C)C12C(CC(C=C1)C2)C(=O)N (allylbicyclo[2.2.1]hept-5-ene-2-carboxylic acid amide). As a reaction SMILES: [CH2:1]([C:4]12[CH2:10][CH:7]([CH:8]=[CH:9]1)[CH2:6][CH:5]2[C:11](Cl)=[O:12])[CH:2]=[CH2:3].[NH3:14]>>[CH2:1]([C:4]12[CH2:10][CH:7]([CH:8]=[CH:9]1)[CH2:6][CH:5]2[C:11]([NH2:14])=[O:12])[CH:2]=[CH2:3]. Reported procedure: 9.8 g of allylbicyclo[2.2.1]hept-5-ene-2-carbonyl chloride are added dropwise over 10 minutes at 0° C. to 50 ml of 25% aqueous ammonia. The batch is stirred for 15 minutes at room temperature, and the water is decanted. The residue is dissolved in 50 ml of ether, washed with saturated soda solution and saturated sodium chloride solution, dried over sodium sulfate and concentrated, affording 6.5 g (73% of theory) of a white solid. For purification the resultant solid is recrystallised from water;... Starting materials: CC(C)([O-])C.[Na+] (Sodium tert-butoxide), ClC1=NC=2N3C(CNC2C=N1)COCC3 (2-Chloro-5,6,6a,7,9,10-hexahydro-[1,4]oxazino[3,4-h]pteridine), BrCC1=CC=C(C(=O)OC)C=C1 (methyl 4-(bromomethyl)benzoate). Run in C(C)(=O)OCC (ethyl acetate), CS(=O)C (DMSO). Run at temperature 100 celsius. Yields the product ClC1=NC=2N3C(CN(C2C=N1)CC1=CC=C(C(=O)OC)C=C1)COCC3 (methyl 4-((2-chloro-6a,7,9,10-tetrahydro-[1,4]oxazino[3,4-h]pteridin-5(6H)-yl)methyl)benzoate). Yield: 23.0%. As a reaction SMILES: [Cl:1][C:2]1[N:11]=[CH:10][C:9]2[NH:8][CH2:7][CH:6]3[CH2:12][O:13][CH2:14][CH2:15][N:5]3[C:4]=2[N:3]=1.CC(C)([O-])C.[Na+].Br[CH2:23][C:24]1[CH:33]=[CH:32][C:27]([C:28]([O:30][CH3:31])=[O:29])=[CH:26][CH:25]=1>CS(C)=O.C(OCC)(=O)C>[Cl:1][C:2]1[N:11]=[CH:10][C:9]2[N:8]([CH2:23][C:24]3[CH:33]=[CH:32][C:27]([C:28]([O:30][CH3:31])=[O:29])=[CH:26][CH:25]=3)[CH2:7][CH:6]3[CH2:12][O:13][CH2:14][CH2:15][N:5]3[C:4]=2[N:3]=1 |f:1.2|. Reported procedure: 2-Chloro-5,6,6a,7,9,10-hexahydro-[1,4]oxazino[3,4-h]pteridine (PREPARATION x2, 350 mg, 1.544 mmol) was dissolved in DMSO (10 mL). Sodium tert-butoxide (223 mg, 2.316 mmol) was added, followed 5 minutes later by the addition of methyl 4-(bromomethyl)benzoate (531 mg, 2.316 mmol) to give a brown suspension. The reaction mixture was heated to 100° C. in a microwave on high absorbance for 30 minutes. The reaction mixture was diluted with ethyl acetate and washed with aqueous saturated NH4Cl (2×15 mL... Reactants: COC1=CC=C(C=C1)S(=O)(=O)N(CC(=O)OC)CC1=C(C=CC=C1)[N+](=O)[O-] (methyl 2-[(4-methoxybenzenesulfonyl)-(2-nitrobenzyl)amino]acetate), [H][H] (hydrogen). The reagents and catalysts are [Pd] (Pd on carbon). Solvent: C(C)O.C(C)(=O)OCC (ethanol ethyl acetate). Yields the product NC1=C(CN(CC(=O)OC)S(=O)(=O)C2=CC=C(C=C2)OC)C=CC=C1 (Methyl 2-[(2-Aminobenzyl)-(4-methoxybenzenesulfonyl)amino]acetate). Yield: 103.1%. RXN SMILES: [CH3:1][O:2][C:3]1[CH:8]=[CH:7][C:6]([S:9]([N:12]([CH2:18][C:19]2[CH:24]=[CH:23][CH:22]=[CH:21][C:20]=2[N+:25]([O-])=O)[CH2:13][C:14]([O:16][CH3:17])=[O:15])(=[O:11])=[O:10])=[CH:5][CH:4]=1.[H][H]>C(O)C.C(OCC)(=O)C.[Pd]>[NH2:25][C:20]1[CH:21]=[CH:22][CH:23]=[CH:24][C:19]=1[CH2:18][N:12]([S:9]([C:6]1[CH:7]=[CH:8][C:3]([O:2][CH3:1])=[CH:4][CH:5]=1)(=[O:11])=[O:10])[CH2:13][C:14]([O:16][CH3:17])=[O:15] |f:2.3|. Procedure: To a solution of 4.2 g of methyl 2-[(4-methoxybenzenesulfonyl)-(2-nitrobenzyl)amino]acetate in 200 ml of ethanol-ethyl acetate (1:1) was added 0.42 g of 10% Pd on carbon (wet −50% H2O) and the mixture shaken in a Parr hydrogenator under 35 pounds per square inch of hydrogen for 4.5 hours at room temperature. The mixture was filtered through diatomaceous earth and the filtrate concentrated to dryness under vacuum to give 4.0 g of crystals, m.p. 100°-102° C.